Dataset: the Open Reaction Database (ORD), a public repository of structured organic reaction records. Task: describe an organic reaction: reactants, conditions, products, and yield The reactants are C(C1=CC=CC=C1)OC(C(CCOCC1=CC=CC=C1)C)=O (4-benzyloxy-2-methylbutyric acid benzyl ester), C(Br)(Br)(Br)Br (carbon tetrabromide), C(CCC)[Li] (n-Butyllithium), C(C)(C)NC(C)C (diisopropylamine). The solvent is C1CCOC1 (THF), C1CCOC1 (THF), C1CCOC1 (THF). Run at temperature -30 celsius, time 45 minute. Product: C(C1=CC=CC=C1)OC(C(CCOCC1=CC=CC=C1)(C)Br)=O (4-benzyloxy-2-bromo-2-methylbutyric acid benzyl ester). The yield is 47.6%. As a reaction SMILES: C([Li])CCC.C(NC(C)C)(C)C.[CH2:13]([O:20][C:21](=[O:34])[CH:22]([CH3:33])[CH2:23][CH2:24][O:25][CH2:26][C:27]1[CH:32]=[CH:31][CH:30]=[CH:29][CH:28]=1)[C:14]1[CH:19]=[CH:18][CH:17]=[CH:16][CH:15]=1.C(Br)(Br)(Br)[Br:36]>C1COCC1>[CH2:13]([O:20][C:21](=[O:34])[C:22]([Br:36])([CH3:33])[CH2:23][CH2:24][O:25][CH2:26][C:27]1[CH:32]=[CH:31][CH:30]=[CH:29][CH:28]=1)[C:14]1[CH:15]=[CH:16][CH:17]=[CH:18][CH:19]=1. Reported procedure: n-Butyllithium (2.5M in hexanes, 1.01 mL, 2.54 mmol) was added to a solution of diisopropylamine (0.376 mL, 2.658 mmol) in THF (10 mL) at −30° C. under a nitrogen atmosphere. Stirring at −30° C. was continued for 45 min, and the reaction mixture was cooled to −78° C. A solution of 4-benzyloxy-2-methylbutyric acid benzyl ester (0.721 g, 2.416 mmol) in THF (8 mL) was added over 5 min and stirring at −78° C. was continued for 1 h. A solution of carbon tetrabromide (CBr4) (1.20 g, 3.62 mmol) in THF ...